This data is from the Open Reaction Database (ORD), a public repository of structured organic reaction records. The task is: describe an organic reaction: reactants, conditions, products, and yield Starting materials: [OH-].[NH4+] (ammonium hydroxide), O.ON1N=NC2=C1C=CC=C2 (1-hydroxybenzotriazole hydrate), Cl.CN(CCCN=C=NCC)C (1-(3-dimethylaminopropyl)-3-ethylcarbodiimide hydrochloride), C1(=CC=CC=C1)C1(C=CC=2C(=NNC2C1)C(=O)O)C1=CC=CC=C1 (6,6-diphenyl-6,7-dihydro-1H-indazole-3-carboxylic acid). Solvent: C(Cl)(Cl)Cl (chloroform), C(Cl)(Cl)Cl (chloroform). Reaction conditions: temperature 20 celsius, time 20 hour. Product: C1(=CC=CC=C1)C1(C=CC=2C(=NNC2C1)C(=O)N)C1=CC=CC=C1 (6,6-diphenyl-6,7-dihydro-1H-indazole-3-carboxamide). Isolated yield 86.0%. Reaction SMILES: O.O[N:3]1C2C=CC=CC=2N=N1.Cl.CN(C)CCCN=C=NCC.[C:24]1([C:30]2([C:42]3[CH:47]=[CH:46][CH:45]=[CH:44][CH:43]=3)[CH2:38][C:37]3[NH:36][N:35]=[C:34]([C:39](O)=[O:40])[C:33]=3[CH:32]=[CH:31]2)[CH:29]=[CH:28][CH:27]=[CH:26][CH:25]=1.[OH-].[NH4+]>C(Cl)(Cl)Cl>[C:24]1([C:30]2([C:42]3[CH:47]=[CH:46][CH:45]=[CH:44][CH:43]=3)[CH2:38][C:37]3[NH:36][N:35]=[C:34]([C:39]([NH2:3])=[O:40])[C:33]=3[CH:32]=[CH:31]2)[CH:29]=[CH:28][CH:27]=[CH:26][CH:25]=1 |f:0.1,2.3,5.6|. Procedure details: 0.718 g of 1-hydroxybenzotriazole hydrate and 1.27 g of 1-(3-dimethylaminopropyl)-3-ethylcarbodiimide hydrochloride are added to 1.4 g of 6,6-diphenyl-6,7-dihydro-1H-indazole-3-carboxylic acid in suspension in 200 cm3 of chloroform. After stirring for 30 minutes at a temperature in the region of 20° C., 1.5 cm3 of aqueous 28% ammonium hydroxide solution are added dropwise to the reaction mixture. After stirring at a temperature in the region of 20° C. for about 20 hours, the reaction mixture is ... Starting materials: C(=O)(O)[O-].[Na+] (NaHCO3), BrC1=CC=C(C=2NC3=CC(=CC=C3C12)CO)C(=O)N (4-bromo-7-(hydroxymethyl)-9H-carbazole-1-carboxamide), TEA, CS(=O)(=O)Cl (methanesulfonyl chloride). The solvent is C1CCOC1 (THF). Run at time 1 hour. Yields the product CS(=O)(=O)OCC1=CC=2NC3=C(C=CC(=C3C2C=C1)Br)C(N)=O ((5-bromo-8-carbamoyl-9H-carbazol-2-yl)methyl methanesulfonate). Isolated yield 104.4%. RXN SMILES: [Br:1][C:2]1[C:14]2[C:13]3[C:8](=[CH:9][C:10]([CH2:15][OH:16])=[CH:11][CH:12]=3)[NH:7][C:6]=2[C:5]([C:17]([NH2:19])=[O:18])=[CH:4][CH:3]=1.[CH3:20][S:21](Cl)(=[O:23])=[O:22].C([O-])(O)=O.[Na+]>C1COCC1>[CH3:20][S:21]([O:16][CH2:15][C:10]1[CH:11]=[CH:12][C:13]2[C:14]3[C:6](=[C:5]([C:17](=[O:18])[NH2:19])[CH:4]=[CH:3][C:2]=3[Br:1])[NH:7][C:8]=2[CH:9]=1)(=[O:23])=[O:22] |f:2.3|. Reported procedure: Step 1 A suspension of 4-bromo-7-(hydroxymethyl)-9H-carbazole-1-carboxamide (Example 30-2, 300 mg, 0.940 mmol) and TEA (0.262 mL, 1.880 mmol) in THF (9.4 mL) was treated dropwise with methanesulfonyl chloride (0.077 mL, 0.987 mmol) and the mixture was stirred at rt for 1 hr. It was treated with NaHCO3 (aq) and extracted with EtOAc. The organic phase was washed with brine, dried and concentrated to provide crude (5-bromo-8-carbamoyl-9H-carbazol-2-yl)methyl methanesulfonate as a light yellow solid... Reactants: CC1=NOC(=C1)C=CC1=C(C=CC=C1)OCC(CCl)O (3-methyl-5-[2-(2-hydroxy-3-chloropropoxy)-styryl]-isoxazole), C(C)(C)(C)N (tert.-butylamine). Run in O1CCOCC1 (dioxane). Product: Cl.CC1=NOC(=C1)C=CC1=C(C=CC=C1)OCC(CNC(C)(C)C)O (3-Methyl-5-[2-(2-hydroxy-3-tert.-butylaminopropoxy)-styryl]-isoxazole hydrochloride). As a reaction SMILES: [CH3:1][C:2]1[CH:6]=[C:5]([CH:7]=[CH:8][C:9]2[CH:14]=[CH:13][CH:12]=[CH:11][C:10]=2[O:15][CH2:16][CH:17]([OH:20])[CH2:18][Cl:19])[O:4][N:3]=1.[C:21]([NH2:25])([CH3:24])([CH3:23])[CH3:22]>O1CCOCC1>[ClH:19].[CH3:1][C:2]1[CH:6]=[C:5]([CH:7]=[CH:8][C:9]2[CH:14]=[CH:13][CH:12]=[CH:11][C:10]=2[O:15][CH2:16][CH:17]([OH:20])[CH2:18][NH:25][C:21]([CH3:24])([CH3:23])[CH3:22])[O:4][N:3]=1 |f:3.4|. Reported procedure: 2.4 g of 3-methyl-5-[2-(2-hydroxy-3-chloropropoxy)-styryl]-isoxazole, 10 ml of tert.-butylamine and 50 ml of dioxane are heated for 10 hours at 100° C. in an autoclave. After distilling off the volatile constituents under reduced pressure, the very viscous crude product is partitioned between ether and 2 N sulfuric acid and the aqueous phase is cautiously rendered alkaline with 4 N sodium hydroxide solution and is finally extracted with ether. After drying the organic phase over sodium sulfate, ... Reactants: C1=CC=CC=2SC3=CC=CC=C3NC12 (Phenothiazine), C=CC1=CC=CC=C1 (styrene), C=CC1=CC=CC=C1 (styrene), Ru3CO12. Run in C=1(C(=CC=CC1)C)C (xylene). Reaction conditions: temperature 125 celsius. Product: C=CC1=CC=CC=C1 (styrene), C(C)C1=CC=CC=C1 (ethylbenzene). As a reaction SMILES: [CH2:1]=[CH:2][C:3]1[CH:8]=[CH:7][CH:6]=[CH:5][CH:4]=1.C1C2NC3C(=CC=CC=3)SC=2C=CC=1>C1(C)C(C)=CC=CC=1>[CH2:1]=[CH:2][C:3]1[CH:8]=[CH:7][CH:6]=[CH:5][CH:4]=1.[CH2:2]([C:3]1[CH:8]=[CH:7][CH:6]=[CH:5][CH:4]=1)[CH3:1]. Procedure details: To a 45 cc high pressure bomb was added 3.75 g (0.0025 mol) Me3SiO(Me2SiO)13.5 (MeSiO)5.5 SiMe3, 5.26 g (0.05 mol) styrene, 2.0 g xylene and 1000 ppm (8.1 mg) Ru3CO12 as a catalsyt. Phenothiazine (75.6 mg) was also added to help prevent polymerization of the styrene. The bomb was then heated in a fluidized sand bath at 125° C. for 10 hours after which time the reaction was cooled to room temperature. The solvent and excess styrene as well as ethylbenzene formed during the course of the reaction ... Starting materials: CN1CN(CN(C1)C)C (1,3,5-trimethylhexahydro-s-triazine), Cl (hydrogen chloride), C(C)(C)(C)S (tert.-butyl mercaptan). Run in C(C)#N (acetonitrile), C(C)#N (acetonitrile). Conditions: temperature -30 celsius, time 8 hour. The product is Cl.C(C)(C)(C)SCNC (N-(tert.-butylthiomethyl)-N-methyl amine hydrochloride). Reaction SMILES: [CH3:1][N:2]1[CH2:7]N(C)CN(C)C1.[ClH:10].[C:11]([SH:15])([CH3:14])([CH3:13])[CH3:12]>C(#N)C>[ClH:10].[C:11]([S:15][CH2:7][NH:2][CH3:1])([CH3:14])([CH3:13])[CH3:12] |f:4.5|. Procedure details: Two hundred ml. of acetonitrile and 6.45 g. (0.05 mole) of 1,3,5-trimethylhexahydro-s-triazine are charged to a 500 ml. 3-neck round bottom flask equipped with a stirrer, thermometer and dropping funnel. The mixture is stirred and cooled to -30° C. with a dry ice/acetone bath. Six grams of hydrogen chloride gas are added, followed by slow addition of 13.5 g. (0.15 mole) of tert.-butyl mercaptan dissolved in 50 ml. of acetonitrile. The mixture is then allowed to warm to room temperature and stand... The reactants are C(C)(C)N1N=CN=C1C1=CN2CCOC3=C(C2=N1)C=NC(=C3)O (2-(2-Isopropyl-2H-[1,2,4]triazol-3-yl)-4,5-dihydro-6-oxa-1,3a,9-triaza-benzo[e]azulen-8-ol), CO (methanol), C(C)(C)(C)OC(=O)N1[C@@H](C[C@H](C1)C#N)C(N)=O ((2S,4R)-2-carbamoyl-4-cyano-pyrrolidine-1-carboxylic acid tert-butyl ester), crude product. The solvent is C(Cl)Cl (DCM). Product: C(#N)[C@@H]1C[C@H](N(C1)C1=CC2=C(C=3N(CCO2)C=C(N3)C3=NC=NN3C(C)C)C=N1)C(=O)N ((2S,4R)-4-cyano-1-(2-(1-isopropyl-1H-1,2,4-triazol-5-yl)-5,6-dihydroimidazo[1,2-d]pyrido[3,4-f][1,4]oxazepin-9-yl)pyrrolidine-2-carboxamide). Isolated yield 72.0%. Reaction SMILES: [CH:1]([N:4]1[C:8]([C:9]2[N:18]=[C:17]3[N:11]([CH2:12][CH2:13][O:14][C:15]4[CH:22]=[C:21](O)[N:20]=[CH:19][C:16]=43)[CH:10]=2)=[N:7][CH:6]=[N:5]1)([CH3:3])[CH3:2].C(OC([N:31]1[CH2:35][C@H:34]([C:36]#[N:37])[CH2:33][C@H:32]1[C:38](=[O:40])[NH2:39])=O)(C)(C)C.CO>C(Cl)Cl>[C:36]([C@H:34]1[CH2:35][N:31]([C:21]2[N:20]=[CH:19][C:16]3[C:17]4[N:11]([CH:10]=[C:9]([C:8]5[N:4]([CH:1]([CH3:2])[CH3:3])[N:5]=[CH:6][N:7]=5)[N:18]=4)[CH2:12][CH2:13][O:14][C:15]=3[CH:22]=2)[C@H:32]([C:38]([NH2:39])=[O:40])[CH2:33]1)#[N:37]. Procedure details: Following the procedure for Example 339, 2-(2-isopropyl-2H-[1,2,4]triazol-3-yl)-4,5-dihydro-6-oxa-1,3a,9-triaza-benzo[e]azulen-8-ol from Example 93 and (2S,4R)-2-carbamoyl-4-cyano-pyrrolidine-1-carboxylic acid tert-butyl ester were reacted. The crude product was subjected to flash chromatography (SiO2, gradient 0 to 10% methanol in DCM) to give 430 as an off-white solid (41 mg, 72%). LCMS: RT=2.85 min, [M+H]+=435. 1H NMR 400 MHz (DMSO-d6) δ: 9.08 (1H, s), 7.88 (1H, d, J=0.63 Hz), 7.85 (1H, s), 7... The reactants are COC1(c2ccc(C(F)(F)F)cc2CN(Cc2cc(C(F)(F)F)cc(C(F)(F)F)c2)c2nnn(CCO[Si](C)(C)C(C)(C)C)n2)CCCCCC1, CCCC[N+](CCCC)(CCCC)CCCC, CC1CCCO1, [F-]. Product: COC1(c2ccc(C(F)(F)F)cc2CN(Cc2cc(C(F)(F)F)cc(C(F)(F)F)c2)c2nnn(CCO)n2)CCCCCC1. Reaction SMILES: [CH3:1][O:2][C:3]1([c:10]2[c:11]([CH2:12][N:13]([c:14]3[n:15][n:16][n:17]([CH2:19][CH2:20][O:21][Si:22]([C:23]([CH3:24])([CH3:25])[CH3:26])([CH3:27])[CH3:28])[n:18]3)[CH2:29][c:30]3[cH:31][c:32]([C:40]([F:41])([F:42])[F:43])[cH:33][c:34]([C:36]([F:37])([F:38])[F:39])[cH:35]3)[cH:44][c:45]([C:48]([F:49])([F:50])[F:51])[cH:46][cH:47]2)[CH2:4][CH2:5][CH2:6][CH2:7][CH2:8][CH2:9]1.[CH3:53][CH2:54][CH2:55][CH2:56][N+:57]([CH2:58][CH2:59][CH2:60][CH3:61])([CH2:62][CH2:63][CH2:64][CH3:65])[CH2:66][CH2:67][CH2:68][CH3:69].[CH3:70][CH:71]1[CH2:72][CH2:73][CH2:74][O:75]1.[F-:52]>>[CH3:1][O:2][C:3]1([c:10]2[c:11]([CH2:12][N:13]([c:14]3[n:15][n:16][n:17]([CH2:19][CH2:20][OH:21])[n:18]3)[CH2:29][c:30]3[cH:31][c:32]([C:40]([F:41])([F:42])[F:43])[cH:33][c:34]([C:36]([F:37])([F:38])[F:39])[cH:35]3)[cH:44][c:45]([C:48]([F:49])([F:50])[F:51])[cH:46][cH:47]2)[CH2:4][CH2:5][CH2:6][CH2:7][CH2:8][CH2:9]1. Reactants: C[Si](C)(C)C=[N+]=[N-], CCOCC, ClCCl, CC(C)(C(=O)O)C(F)(F)F. Product: COC(=O)C(C)(C)C(F)(F)F. Reaction SMILES: [CH3:11][Si:12]([CH:13]=[N+:14]=[N-:15])([CH3:16])[CH3:17].[CH3:21][CH2:22][O:23][CH2:24][CH3:25].[Cl:18][CH2:19][Cl:20].[F:1][C:2]([C:3]([C:4](=[O:5])[OH:6])([CH3:7])[CH3:8])([F:9])[F:10]>>[F:1][C:2]([C:3]([C:4](=[O:5])[O:6][CH3:11])([CH3:7])[CH3:8])([F:9])[F:10]. The reactants are step-iii, FC1=CC=C(CCN2N=CC(=C2)C2=CN(C3=NC=C(C=C32)C=3C=CC(=C(C3)NS(=O)(=O)C)OC)S(=O)(=O)C3=CC=C(C)C=C3)C=C1 (N-(5-(3-(1-(4-fluorophenethyl)-1H-pyrazol-4-yl)-1-tosyl-1H-pyrrolo[2,3-b]pyridin-5-yl)-2-methoxyphenyl) methanesulfonamide), [OH-].[Li+] (lithium hydroxide). Procedure details: Using similar reaction conditions as described in step-iii of example-1, N-(5-(3-(1-(4-fluorophenethyl)-1H-pyrazol-4-yl)-1-tosyl-1H-pyrrolo[2,3-b]pyridin-5-yl)-2-methoxyphenyl) methanesulfonamide (25 mg, 0.0379 mmol) was hydrolyzed by lithium hydroxide (15 mg, 0.379 mmol) in THF/methanol/water (2/2/1 ml) to yield 8 mg (40.0% yield) of the titled compound. 1H NMR (DMSO-d6, 300 MHz): δ 11.7 (s, 1H), 9.034-9.035 (d, 1H), 8.43-8.42 (d, 1H), 8.20 (s, 1H), 8.14 (s, 1H), 7.87 (s, 1H), 7.69-7.68 (d, 2H)... The product is FC1=CC=C(CCN2N=CC(=C2)C2=CNC3=NC=C(C=C32)C=3C=CC(=C(C3)NS(=O)(=O)C)OC)C=C1 (N-(5-(3-(1-(4-fluorophenethyl)-1H-pyrazol-4-yl)-1H-pyrrolo[2,3-b]pyridin-5-yl)-2-methoxyphenyl)methanesulfonamide). Yield: 41.8%. As a reaction SMILES: [F:1][C:2]1[CH:46]=[CH:45][C:5]([CH2:6][CH2:7][N:8]2[CH:12]=[C:11]([C:13]3[C:21]4[C:16](=[N:17][CH:18]=[C:19]([C:22]5[CH:23]=[CH:24][C:25]([O:33][CH3:34])=[C:26]([NH:28][S:29]([CH3:32])(=[O:31])=[O:30])[CH:27]=5)[CH:20]=4)[N:15](S(C4C=CC(C)=CC=4)(=O)=O)[CH:14]=3)[CH:10]=[N:9]2)=[CH:4][CH:3]=1.[OH-].[Li+]>C1COCC1.CO.O>[F:1][C:2]1[CH:46]=[CH:45][C:5]([CH2:6][CH2:7][N:8]2[CH:12]=[C:11]([C:13]3[C:21]4[C:16](=[N:17][CH:18]=[C:19]([C:22]5[CH:23]=[CH:24][C:25]([O:33][CH3:34])=[C:26]([NH:28][S:29]([CH3:32])(=[O:30])=[O:31])[CH:27]=5)[CH:20]=4)[NH:15][CH:14]=3)[CH:10]=[N:9]2)=[CH:4][CH:3]=1 |f:1.2,3.4.5|. Run in C1CCOC1.CO.O (THF methanol water).